This data is from the Open Reaction Database (ORD), a public repository of structured organic reaction records. The task is: describe an organic reaction: reactants, conditions, products, and yield Reactants: BrC1=NC(=C(C(=C1N)Br)C)C1=C(C=C(C=C1)F)F (2,4-dibromo-6-(2,4-difluorophenyl)-5-methylpyridin-3-amine), C(C)(C)(C)ON=O (tert-butylnitrite). Run in C1CCOC1 (THF). Conditions: temperature 60 celsius, time 2 hour. Product: BrC1=C(C(=NC(=C1)Br)C1=C(C=C(C=C1)F)F)C (4,6-dibromo-2-(2,4-difluorophenyl)-3-methylpyridine). Reaction SMILES: [Br:1][C:2]1[C:7](N)=[C:6]([Br:9])[C:5]([CH3:10])=[C:4]([C:11]2[CH:16]=[CH:15][C:14]([F:17])=[CH:13][C:12]=2[F:18])[N:3]=1.C(ON=O)(C)(C)C>C1COCC1>[Br:9][C:6]1[CH:7]=[C:2]([Br:1])[N:3]=[C:4]([C:11]2[CH:16]=[CH:15][C:14]([F:17])=[CH:13][C:12]=2[F:18])[C:5]=1[CH3:10]. Reported procedure: To a stirred solution of 2,4-dibromo-6-(2,4-difluorophenyl)-5-methylpyridin-3-amine (10 g, 26.4 mmol, 1 eq) in THF (100 mL) was added tert-butylnitrite (4.7 mL, 39.6 mmol, 1.5 eq). The solution warmed and gas evolution was evident. After 2 h, the mixture was heated to and maintained at 60° C. for 45 min. The mixture was cooled and concentrated in vacuo. The product was purified by flash column chromatography eluting with 2% Et2O in hexanes to give 4,6-dibromo-2-(2,4-difluorophenyl)-3-methylpyrid... Starting materials: ClC=1C=CC(=C(C1)C(C)=O)O (1-(5-Chloro-2-hydroxyphenyl)ethanone), CS(=O)(=O)C=1C=C(C(=O)NN)C=CC1 (3-(methylsulfonyl)benzohydrazide). Run in CO (methanol), C(C)(=O)O (acetic acid). Conditions: temperature 120 celsius. Product: ClC=1C=CC(=C(C1)\C(\C)=N\NC(C1=CC(=CC=C1)S(=O)(=O)C)=O)O ((E)-N′-(1-(5-chloro-2-hydroxyphenyl)ethylidene)-3-(methylsulfonyl)benzohydrazide). The yield is 63.5%. As a reaction SMILES: [Cl:1][C:2]1[CH:3]=[CH:4][C:5]([OH:11])=[C:6]([C:8](=O)[CH3:9])[CH:7]=1.[CH3:12][S:13]([C:16]1[CH:17]=[C:18]([CH:23]=[CH:24][CH:25]=1)[C:19]([NH:21][NH2:22])=[O:20])(=[O:15])=[O:14]>CO.C(O)(=O)C>[Cl:1][C:2]1[CH:3]=[CH:4][C:5]([OH:11])=[C:6](/[C:8](=[N:22]/[NH:21][C:19](=[O:20])[C:18]2[CH:23]=[CH:24][CH:25]=[C:16]([S:13]([CH3:12])(=[O:14])=[O:15])[CH:17]=2)/[CH3:9])[CH:7]=1. Procedure details: 1-(5-Chloro-2-hydroxyphenyl)ethanone (55 mg, 0.322 mmol) and 3-(methylsulfonyl)benzohydrazide (69.1 mg, 0.322 mmol) were dissolved in methanol (5 mL) in the presence of acetic acid as a catalyst, and the reaction mixture was heated via microwave irradiation to 120° C. for 30 min. The reaction was monitored by TLC. Upon completion of the reaction and following cooling, the solvent was removed by vacuum, and the resulting crude material was purified by flash column chromatography (3% CH3OH/CH2Cl2)... Starting materials: C(C)(C)N (isopropylamine), CC1=NOC(=C1C(=O)OCC)C(=O)OCC (diethyl 3-methylisoxazole-4,5-dicarboxylate). Run in CO (methanol). Reaction conditions: time 7 hour. Yields the product C(C)(C)NC(=O)C1=C(C(=NO1)C)C(=O)OC (Methyl 5-isopropylaminocarbonyl-3-methylisoxazole-4-carboxylate). As a reaction SMILES: [CH:1]([NH2:4])([CH3:3])[CH3:2].[CH3:5][C:6]1[C:10]([C:11]([O:13][CH2:14]C)=[O:12])=[C:9]([C:16](OCC)=[O:17])[O:8][N:7]=1>CO>[CH:1]([NH:4][C:16]([C:9]1[O:8][N:7]=[C:6]([CH3:5])[C:10]=1[C:11]([O:13][CH3:14])=[O:12])=[O:17])([CH3:3])[CH3:2]. Procedure: 2.9 g of isopropylamine are added dropwise to 10 g of diethyl 3-methylisoxazole-4,5-dicarboxylate, dissolved in 100 ml of methanol, and the mixture is then refluxed. After 7 hours, the mixture is evaporated down and the remaining oil is chromatographed over silica gel (using 9:1 toluene/acetone). Methyl 5-isopropylaminocarbonyl-3-methylisoxazole-4-carboxylate is obtained as colorless crystals of melting point 64°-66° C. (compound No. 1005). Reactants: CC(NC(=O)Cc1cc(F)cc(F)c1)C(=O)O, NC1c2ccccc2CCC1O. The product is CC(NC(=O)Cc1cc(F)cc(F)c1)C(=O)C1(N)c2ccccc2CCC1O. As a reaction SMILES: [F:1][c:2]1[cH:3][c:4]([CH2:9][C:10](=[O:11])[NH:12][CH:13]([CH3:14])[C:15](=[O:16])[OH:17])[cH:5][c:6]([F:8])[cH:7]1.[NH2:18][CH:19]1[CH:20]([OH:29])[CH2:21][CH2:22][c:23]2[cH:24][cH:25][cH:26][cH:27][c:28]21>>[F:1][c:2]1[cH:3][c:4]([CH2:9][C:10](=[O:11])[NH:12][CH:13]([CH3:14])[C:15](=[O:17])[C:19]2([NH2:18])[CH:20]([OH:29])[CH2:21][CH2:22][c:23]3[cH:24][cH:25][cH:26][cH:27][c:28]32)[cH:5][c:6]([F:8])[cH:7]1. Reactants: BrCCOC (1-bromo-2-methoxyethane), C([O-])([O-])=O.[K+].[K+] (potassium carbonate), N1(CCOCC1)C1=C2C(=CNC1=O)CN(C2=O)CCC2=NC1=CC=CC=C1C=C2 (7-Morpholin-4-yl-2-(2-quinolin-2-yl-ethyl)-3,5-dihydro-2H-pyrrolo[3,4-c]pyridine-1,6-dione). The solvent is C(C)#N (acetonitrile). Run at temperature 120 celsius, time 12 hour. Product: COCCN1C=C2C(=C(C1=O)N1CCOCC1)C(N(C2)CCC2=NC1=CC=CC=C1C=C2)=O (5-(2-Methoxy-ethyl)-7-morpholin-4-yl-2-(2-quinolin-2-yl-ethyl)-3,5-dihydro-2H-pyrrolo[3,4-c]pyridine-1,6-dione). Yield: 4.8%. As a reaction SMILES: Br[CH2:2][CH2:3][O:4][CH3:5].C(=O)([O-])[O-].[K+].[K+].[N:12]1([C:18]2[C:23](=[O:24])[NH:22][CH:21]=[C:20]3[CH2:25][N:26]([CH2:29][CH2:30][C:31]4[CH:40]=[CH:39][C:38]5[C:33](=[CH:34][CH:35]=[CH:36][CH:37]=5)[N:32]=4)[C:27](=[O:28])[C:19]=23)[CH2:17][CH2:16][O:15][CH2:14][CH2:13]1>C(#N)C>[CH3:5][O:4][CH2:3][CH2:2][N:22]1[C:23](=[O:24])[C:18]([N:12]2[CH2:13][CH2:14][O:15][CH2:16][CH2:17]2)=[C:19]2[C:27](=[O:28])[N:26]([CH2:29][CH2:30][C:31]3[CH:40]=[CH:39][C:38]4[C:33](=[CH:34][CH:35]=[CH:36][CH:37]=4)[N:32]=3)[CH2:25][C:20]2=[CH:21]1 |f:1.2.3|. Reported procedure: A solution of 1-bromo-2-methoxyethane (32.0 mg, 0.231 mmol), potassium carbonate (159 mg, 1.153 mmol) and 7-morpholin-4-yl-2-(2-quinolin-2-yl-ethyl)-3,5-dihydro-2H-pyrrolo[3,4-c]pyridine-1,6-dione (90 mg, 0.231 mmol, see Example 15) were suspended in acetonitrile (50 ml) in a round-bottomed flask. The suspension was stirred at about 120° C. for about 12 h. The obtained crude material was purified by preparative HPLC to give the title compound (5 mg, 0.011 mmol, 4.84% yield). Starting materials: C(C)(C)(C)[Si](C)(C)OC(C(C)(C)C)CCC1=C(C=C(C=C1)C(CC)(C1=CC(=C(C=C1)B1OC(C(O1)(C)C)(C)C)C)CC)C (t-butyl-(1-{2-[4-(1-ethyl-1-{4-[4,4,5,5-tetramethyl-[1,3,2]dioxaborolan-2-yl]-3-methyl-phenyl}-propyl)-2-methyl-phenyl]-ethyl}-2,2-dimethyl-propoxy)dimethylsilane), COC(C(O)C1=CC=C(C=C1)Br)=O (4-bromo-phenyl-hydroxy-acetic acid methyl ester), P(=O)([O-])([O-])[O-].[K+].[K+].[K+] (potassium phosphate). Reagents/catalysts: C=1C=CC(=CC1)[P](C=2C=CC=CC2)(C=3C=CC=CC3)[Pd]([P](C=4C=CC=CC4)(C=5C=CC=CC5)C=6C=CC=CC6)([P](C=7C=CC=CC7)(C=8C=CC=CC8)C=9C=CC=CC9)[P](C=1C=CC=CC1)(C=1C=CC=CC1)C=1C=CC=CC1 (tetrakis(triphenylphosphine)palladium). Run in O (Water). Conditions: temperature 91 celsius, time 5 hour. Yields the product COC(C(O)C1=CC=C(C=C1)C1=C(C=C(C=C1)C(CC)(CC)C1=CC(=C(C=C1)CCC(C(C)(C)C)O[Si](C)(C)C(C)(C)C)C)C)=O ([4′-(1-{4-[3-(t-butyl-dimethyl-silanyloxy)-4,4-dimethyl-pentyl]-3-methyl-phenyl}-1-ethyl-propyl)-2′-methyl-biphenyl-4-yl]-hydroxy-acetic Acid Methyl Ester). Yield: 31.6%. Reaction SMILES: [C:1]([Si:5]([O:8][CH:9]([CH2:14][CH2:15][C:16]1[CH:21]=[CH:20][C:19]([C:22]([CH2:41][CH3:42])([C:25]2[CH:30]=[CH:29][C:28](B3OC(C)(C)C(C)(C)O3)=[C:27]([CH3:40])[CH:26]=2)[CH2:23][CH3:24])=[CH:18][C:17]=1[CH3:43])[C:10]([CH3:13])([CH3:12])[CH3:11])([CH3:7])[CH3:6])([CH3:4])([CH3:3])[CH3:2].[CH3:44][O:45][C:46](=[O:56])[CH:47]([C:49]1[CH:54]=[CH:53][C:52](Br)=[CH:51][CH:50]=1)[OH:48].P([O-])([O-])([O-])=O.[K+].[K+].[K+]>C1C=CC([P]([Pd]([P](C2C=CC=CC=2)(C2C=CC=CC=2)C2C=CC=CC=2)([P](C2C=CC=CC=2)(C2C=CC=CC=2)C2C=CC=CC=2)[P](C2C=CC=CC=2)(C2C=CC=CC=2)C2C=CC=CC=2)(C2C=CC=CC=2)C2C=CC=CC=2)=CC=1.O>[CH3:44][O:45][C:46](=[O:56])[CH:47]([C:49]1[CH:54]=[CH:53][C:52]([C:28]2[CH:29]=[CH:30][C:25]([C:22]([C:19]3[CH:20]=[CH:21][C:16]([CH2:15][CH2:14][CH:9]([O:8][Si:5]([C:1]([CH3:4])([CH3:3])[CH3:2])([CH3:6])[CH3:7])[C:10]([CH3:13])([CH3:12])[CH3:11])=[C:17]([CH3:43])[CH:18]=3)([CH2:23][CH3:24])[CH2:41][CH3:42])=[CH:26][C:27]=2[CH3:40])=[CH:51][CH:50]=1)[OH:48] |f:2.3.4.5,^1:68,70,89,108|. Reported procedure: Degassed N,N-dimethylformamide (0.26 mL) was added to t-butyl-(1-{2-[4-(1-ethyl-1-{4-[4,4,5,5-tetramethyl-[1,3,2]dioxaborolan-2-yl]-3-methyl-phenyl}-propyl)-2-methyl-phenyl]-ethyl}-2,2-dimethyl-propoxy)dimethylsilane (Example 24-(1); 22.4 mg, 0.0343 mmol), 4-bromo-phenyl-hydroxy-acetic acid methyl ester (Example 154-(1); 10.5 mg, 0.0428 mmol), tetrakis(triphenylphosphine)palladium (0) (6.2 mg, 0.0054 mmol) and potassium phosphate (14.1 mg, 0.0664 mmol). After replacement with nitrogen, the mixtu... Starting materials: O1C(CCCC1)OCC(=CC1=CC2=C(N=C(N=C2O)NC(C(C)(C)C)=O)N=C1)C1=CC=C(C(=O)N[C@@H](CCC(=O)OCC)C(=O)OCC)C=C1 (diethyl N-[4-{1-(tetrahydropyr-2-yloxy)-3-(2-pivaloylamino-4-hydroxypyrido[2,3-d]pyrimidin-6-yl)prop-2-en-2-yl}benzoyl]glutamate). The reagents and catalysts are [Pt](=O)=O (platinum (IV) oxide). The solvent is C(C)(=O)O (acetic acid), CO (methanol). Yields the product O1C(CCCC1)OCC(CC1CC2=C(N=C(N=C2O)NC(C(C)(C)C)=O)NC1)C1=CC=C(C(=O)N[C@@H](CCC(=O)OCC)C(=O)OCC)C=C1 (diethyl N-[4-{1-(tetrahydropyr-2-yloxy)-3-(2-pivaloylamino-4-hydroxy-5,6,7,8-tetrahydropyrido[2,3-d]pyrimidin-6-yl)prop-2-yl}benzoyl]glutamate). Yield: 59.8%. RXN SMILES: [O:1]1[CH2:6][CH2:5][CH2:4][CH2:3][CH:2]1[O:7][CH2:8][C:9]([C:29]1[CH:50]=[CH:49][C:32]([C:33]([NH:35][C@H:36]([C:44]([O:46][CH2:47][CH3:48])=[O:45])[CH2:37][CH2:38][C:39]([O:41][CH2:42][CH3:43])=[O:40])=[O:34])=[CH:31][CH:30]=1)=[CH:10][C:11]1[CH:28]=[N:27][C:14]2[N:15]=[C:16]([NH:20][C:21](=[O:26])[C:22]([CH3:25])([CH3:24])[CH3:23])[N:17]=[C:18]([OH:19])[C:13]=2[CH:12]=1>C(O)(=O)C.CO.[Pt](=O)=O>[O:1]1[CH2:6][CH2:5][CH2:4][CH2:3][CH:2]1[O:7][CH2:8][CH:9]([C:29]1[CH:50]=[CH:49][C:32]([C:33]([NH:35][C@H:36]([C:44]([O:46][CH2:47][CH3:48])=[O:45])[CH2:37][CH2:38][C:39]([O:41][CH2:42][CH3:43])=[O:40])=[O:34])=[CH:31][CH:30]=1)[CH2:10][CH:11]1[CH2:28][NH:27][C:14]2[N:15]=[C:16]([NH:20][C:21](=[O:26])[C:22]([CH3:23])([CH3:25])[CH3:24])[N:17]=[C:18]([OH:19])[C:13]=2[CH2:12]1. Procedure: A solution of 1.16 g (1.68 mm) of diethyl N-[4-{1-(tetrahydropyr-2-yloxy)-3-(2-pivaloylamino-4-hydroxypyrido[2,3-d]pyrimidin-6-yl)prop-2-en-2-yl}benzoyl]glutamate and 174 mg (20%) of amorphous platinum (IV) oxide in 150 ml of glacial acetic acid was hydrogenated for 10 hours at 50 psi. The reaction mixture was diluted with 50 ml of methanol and filtered through Celite. The filtrate was concentrated and diluted with ethyl acetate. The solid which formed after cooling for 15 hour was collected by ...